Dataset: the Open Reaction Database (ORD), a public repository of structured organic reaction records. Task: describe an organic reaction: reactants, conditions, products, and yield Starting materials: COc1cc2nccc(OCCCN3C(=O)c4ccccc4C3=O)c2cc1OC, CCO, CO, NN, C1CCOC1, O. Product: COc1cc2nccc(OCCCN)c2cc1OC. As a reaction SMILES: [CH3:1][O:2][c:3]1[cH:4][c:5]2[c:6]([O:15][CH2:16][CH2:17][CH2:18][N:19]3[C:20](=[O:21])[c:22]4[cH:23][cH:24][cH:25][cH:26][c:27]4[C:28]3=[O:29])[cH:7][cH:8][n:9][c:10]2[cH:11][c:12]1[O:13][CH3:14].[CH3:33][CH2:34][OH:35].[CH3:36][OH:37].[NH2:31][NH2:32].[O:38]1[CH2:39][CH2:40][CH2:41][CH2:42]1.[OH2:30]>>[CH3:1][O:2][c:3]1[cH:4][c:5]2[c:6]([O:15][CH2:16][CH2:17][CH2:18][NH2:19])[cH:7][cH:8][n:9][c:10]2[cH:11][c:12]1[O:13][CH3:14]. Starting materials: [Br-], CC(C)=O, [Li+], O, O, Cc1ccc(S(=O)(=O)OCC2CCC(F)(F)CC2)cc1. Yields the product FC1(F)CCC(CBr)CC1. RXN SMILES: [Br-:22].[CH3:25][C:26](=[O:27])[CH3:28].[Li+:23].[OH2:21].[OH2:24].[c:1]1([CH3:2])[cH:3][cH:4][c:5]([S:6]([O:7][CH2:11][CH:12]2[CH2:13][CH2:14][C:15]([F:18])([F:19])[CH2:16][CH2:17]2)(=[O:8])=[O:9])[cH:10][cH:20]1>>[CH2:11]([CH:12]1[CH2:13][CH2:14][C:15]([F:18])([F:19])[CH2:16][CH2:17]1)[Br:22]. Reactants: CCO, O=Cc1cc([N+](=O)[O-])ccc1Cl, [Na+], [OH-], O, Sc1ccccc1. Yields the product O=Cc1cc([N+](=O)[O-])ccc1Sc1ccccc1. RXN SMILES: [CH3:20][CH2:21][OH:22].[Cl:1][c:2]1[c:3]([CH:4]=[O:5])[cH:6][c:7]([N+:10](=[O:11])[O-:12])[cH:8][cH:9]1.[Na+:24].[OH-:23].[OH2:25].[SH:13][c:14]1[cH:15][cH:16][cH:17][cH:18][cH:19]1>>[c:2]1([S:13][c:14]2[cH:15][cH:16][cH:17][cH:18][cH:19]2)[c:3]([CH:4]=[O:5])[cH:6][c:7]([N+:10](=[O:11])[O-:12])[cH:8][cH:9]1. Starting materials: IC1=C(C=C(C=C1)[N+](=O)[O-])OC (2-iodo-5-nitroanisole), FC1=NC=CC=C1B(O)O ((2-fluoropyridin-3-yl)boronic acid), C(O)([O-])=O.[Na+] (sodium hydrogen carbonate), O1CCOCC1 (dioxane). Reagents/catalysts: C1=CC=C(C=C1)P([C-]2C=CC=C2)C3=CC=CC=C3.C1=CC=C(C=C1)P([C-]2C=CC=C2)C3=CC=CC=C3.Cl[Pd]Cl.[Fe+2] ([1,1′-bis(diphenylphosphino)ferrocene]palladium dichloride). Solvent: O (water), O (water). Product: FC1=NC=CC=C1C1=C(C=C(C=C1)[N+](=O)[O-])OC (2-Fluoro-3-(2-methoxy-4-nitrophenyl)pyridine). RXN SMILES: I[C:2]1[CH:7]=[CH:6][C:5]([N+:8]([O-:10])=[O:9])=[CH:4][C:3]=1[O:11][CH3:12].[F:13][C:14]1[C:19](B(O)O)=[CH:18][CH:17]=[CH:16][N:15]=1.C(=O)([O-])O.[Na+].O1CCOCC1>O.C1C=CC(P(C2C=CC=CC=2)[C-]2C=CC=C2)=CC=1.C1C=CC(P(C2C=CC=CC=2)[C-]2C=CC=C2)=CC=1.Cl[Pd]Cl.[Fe+2]>[F:13][C:14]1[C:19]([C:2]2[CH:7]=[CH:6][C:5]([N+:8]([O-:10])=[O:9])=[CH:4][C:3]=2[O:11][CH3:12])=[CH:18][CH:17]=[CH:16][N:15]=1 |f:2.3,6.7.8.9|. Reported procedure: 2.00 g (7.17 mmol) of 2-iodo-5-nitroanisole, 2.02 g (14.3 mmol) of (2-fluoropyridin-3-yl)boronic acid (A. Bouillon, J.-C. Lancelot, V. Collot, P. R. Bovy, S. Rault, Tetrahedron 2002, 58, 3323-3328.), 1.81 g (21.5 mmol) of sodium hydrogen carbonate and 117 mg (0.14 mmol) of [1,1′-bis(diphenylphosphino)ferrocene]palladium dichloride are heated to 100° C. in a degassed mixture of 40 ml of dioxane and 10 ml of water for 1 h. After cooling, the mixture is diluted with water and extracted three times ... Reactants: ClC1=C(C=CC=C1)C1=C(C=C(N=N1)NNC(CC1=CC=CC=C1)=O)C1=CC=C(C=C1)Cl (N′-(6-(2-chlorophenyl)-5-(4-chlorophenyl)pyridazin-3-yl)-2-phenylacetohydrazide), [Cl-].[Cl-].C1(=CC=CC=C1)P(C1=CC=CC=C1)C1=CC=CC=C1 (triphenylphosphine dichloride), ClC1=C(C=CC=C1)C=1C(=CC=2N(N1)C(=NN2)CC2CCCCC2)C2=CC=C(C=C2)Cl (6-(2-chlorophenyl)-7-(4-chlorophenyl)-3-(cyclohexylmethyl)-[1,2,4]triazolo[4,3-b]pyridazine). The product is C(C1=CC=CC=C1)C1=NN=C2N1N=C(C(=C2)C2=CC=C(C=C2)Cl)C2=C(C=CC=C2)Cl (3-benzyl-6-(2-chlorophenyl)-7-(4-chlorophenyl)-[1,2,4]triazolo[4,3-b]pyridazine). Yield: 54.6%. RXN SMILES: [Cl:1][C:2]1[CH:7]=[CH:6][CH:5]=[CH:4][C:3]=1[C:8]1[N:13]=[N:12][C:11]([NH:14][NH:15][C:16](=O)[CH2:17][C:18]2[CH:23]=[CH:22][CH:21]=[CH:20][CH:19]=2)=[CH:10][C:9]=1[C:25]1[CH:30]=[CH:29][C:28]([Cl:31])=[CH:27][CH:26]=1.[Cl-].[Cl-].C1(P(C2C=CC=CC=2)C2C=CC=CC=2)C=CC=CC=1.ClC1C=CC=CC=1C1C(C2C=CC(Cl)=CC=2)=CC2N(C(CC3CCCCC3)=NN=2)N=1>>[CH2:17]([C:16]1[N:12]2[N:13]=[C:8]([C:3]3[CH:4]=[CH:5][CH:6]=[CH:7][C:2]=3[Cl:1])[C:9]([C:25]3[CH:30]=[CH:29][C:28]([Cl:31])=[CH:27][CH:26]=3)=[CH:10][C:11]2=[N:14][N:15]=1)[C:18]1[CH:23]=[CH:22][CH:21]=[CH:20][CH:19]=1 |f:1.2.3|. Procedure details: The title compound (20 mg, 54%) as a white powder was prepared from N′-(6-(2-chlorophenyl)-5-(4-chlorophenyl)pyridazin-3-yl)-2-phenylacetohydrazide (38 mg, 0.085 mmol) and triphenylphosphine dichloride (85 mg, 0.26 mmol) according to the procedures described for 6-(2-chlorophenyl)-7-(4-chlorophenyl)-3-(cyclohexylmethyl)-[1,2,4]triazolo[4,3-b]pyridazine (Example 7B). HPLC/MS (method A): retention time=3.92 min, (M+H)+=431.2. The reactants are O1C(CCCC1)N1C2=NC=NC(=C2N=C1)OC1=CC=C(C=C1)N (4-[9-(Tetrahydro-pyran-2-yl)-9H-purin-6-yloxy]-phenylamine), C1(=CC=CC=C1)CC(=O)N=C=S (phenyl-acetyl isothiocyanate). Solvent: C(Cl)Cl (DCM). Run at time 8 hour. Yields the product C1(=CC=CC=C1)CC(=O)NC(=S)NC1=CC=C(C=C1)OC1=C2N=CN(C2=NC=N1)C1OCCCC1 (2-phenyl-N-{[(4-{[9-(tetrahydro-2H-pyran-2-yl)-9H-purin-6-yl]oxy}phenyl)amino]-carbonothioyl}acetamide). Yield: 22.7%. RXN SMILES: [O:1]1[CH2:6][CH2:5][CH2:4][CH2:3][CH:2]1[N:7]1[CH:15]=[N:14][C:13]2[C:8]1=[N:9][CH:10]=[N:11][C:12]=2[O:16][C:17]1[CH:22]=[CH:21][C:20]([NH2:23])=[CH:19][CH:18]=1.[C:24]1([CH2:30][C:31]([N:33]=[C:34]=[S:35])=[O:32])[CH:29]=[CH:28][CH:27]=[CH:26][CH:25]=1>C(Cl)Cl>[C:24]1([CH2:30][C:31]([NH:33][C:34]([NH:23][C:20]2[CH:21]=[CH:22][C:17]([O:16][C:12]3[N:11]=[CH:10][N:9]=[C:8]4[C:13]=3[N:14]=[CH:15][N:7]4[CH:2]3[CH2:3][CH2:4][CH2:5][CH2:6][O:1]3)=[CH:18][CH:19]=2)=[S:35])=[O:32])[CH:29]=[CH:28][CH:27]=[CH:26][CH:25]=1. Procedure: To a round bottom flask equipped with a magnetic stir bar was added 4-[9-(Tetrahydro-pyran-2-yl)-9H-purin-6-yloxy]-phenylamine (1.1 g, 3.60 mmol, 1.0 eq.), DCM (10 ml) and phenyl-acetyl isothiocyanate (0.643 g, 3.60 mmol, 1 eq). The reaction mixture was stirred at room temperature overnight. After removal of the solvent the product was purified by flash column chromatography on silica gel to give 2-phenyl-N-{[(4-{[9-(tetrahydro-2H-pyran-2-yl)-9H-purin-6-yl]oxy}phenyl)amino]-carbonothioyl}acetami... The reactants are NC1=NC(=C(C(=N1)C1=CC2=C(OCO2)C=C1)C#N)S(=O)(=O)C (2-amino-4-benzo[1,3]dioxol-5-yl-6-methanesulfonyl-pyrimidine-5-carbonitrile), ( 100 ), C1(CCCCC1)O (cyclohexanol), C1CCC2=NCCCN2CC1 (DBU). Run in COCCOC (DME). Yields the product NC1=NC(=C(C(=N1)C1=CC2=C(OCO2)C=C1)C#N)OC1CCCCC1 (2-Amino-4-benzo[1,3]dioxol-5-yl-6-cyclohexyloxy-pyrimidine-5-carbonitrile). Reaction SMILES: [NH2:1][C:2]1[N:7]=[C:6]([C:8]2[CH:16]=[CH:15][C:11]3[O:12][CH2:13][O:14][C:10]=3[CH:9]=2)[C:5]([C:17]#[N:18])=[C:4](S(C)(=O)=O)[N:3]=1.[CH:23]1([OH:29])[CH2:28][CH2:27][CH2:26][CH2:25][CH2:24]1.C1CCN2C(=NCCC2)CC1>COCCOC>[NH2:1][C:2]1[N:7]=[C:6]([C:8]2[CH:16]=[CH:15][C:11]3[O:12][CH2:13][O:14][C:10]=3[CH:9]=2)[C:5]([C:17]#[N:18])=[C:4]([O:29][CH:23]2[CH2:28][CH2:27][CH2:26][CH2:25][CH2:24]2)[N:3]=1. Procedure: From 2-amino-4-benzo[1,3]dioxol-5-yl-6-methanesulfonyl-pyrimidine-5-carbonitrile, cyclohexanol and DBU in DME. ES-MS m/e (%): 339 (M+H+, 45), 257 (100). Starting materials: FC1=CC=CC2=C1C(=CO2)COC2=C1C=C(NC1=CC=C2)C(=O)O (4-(4-fluoro-benzofuran-3-ylmethoxy)-1H-indole-2-carboxylic acid), Cl.Cl.Cl.[C@H]1(CCCN2CCCC[C@H]12)CN1CCC(CC1)N (1-[(1S,9aR)-1-(Octahydro-quinolizin-1-yl)methyl]-piperidin-4-ylamine trihydrochloride). Product: Cl.Cl.[C@H]1(CCCN2CCCC[C@H]12)CN1CCC(CC1)NC(=O)C=1NC2=CC=CC(=C2C1)OCC1=COC2=C1C(=CC=C2)F (4-(4-Fluoro-benzofuran-3-ylmethoxy)-1H-indole-2-carboxylic acid {1-[(1S,9aR)-1-(octahydro-quinolizin-1-yl)methyl]-piperidin-4-yl}-amide dihydrochloride). RXN SMILES: [F:1][C:2]1[C:7]2[C:8]([CH2:11][O:12][C:13]3[CH:21]=[CH:20][CH:19]=[C:18]4[C:14]=3[CH:15]=[C:16]([C:22]([OH:24])=O)[NH:17]4)=[CH:9][O:10][C:6]=2[CH:5]=[CH:4][CH:3]=1.[ClH:25].Cl.Cl.[C@H:28]1([CH2:38][N:39]2[CH2:44][CH2:43][CH:42]([NH2:45])[CH2:41][CH2:40]2)[C@@H:37]2[N:32]([CH2:33][CH2:34][CH2:35][CH2:36]2)[CH2:31][CH2:30][CH2:29]1>>[ClH:25].[ClH:25].[C@H:28]1([CH2:38][N:39]2[CH2:44][CH2:43][CH:42]([NH:45][C:22]([C:16]3[NH:17][C:18]4[C:14]([CH:15]=3)=[C:13]([O:12][CH2:11][C:8]3[C:7]5[C:2]([F:1])=[CH:3][CH:4]=[CH:5][C:6]=5[O:10][CH:9]=3)[CH:21]=[CH:20][CH:19]=4)=[O:24])[CH2:41][CH2:40]2)[C@@H:37]2[N:32]([CH2:33][CH2:34][CH2:35][CH2:36]2)[CH2:31][CH2:30][CH2:29]1 |f:1.2.3.4,5.6.7|. Procedure details: This compound is synthesized from 4-(4-fluoro-benzofuran-3-ylmethoxy)-1H-indole-2-carboxylic acid (104) (preparation see below) and amine 61 analogously to the method described in example 1.